Dataset: the Open Reaction Database (ORD), a public repository of structured organic reaction records. Task: describe an organic reaction: reactants, conditions, products, and yield Starting materials: O.N1N=NN=C1CCC1CC2CC(NCC2CC1)C(=O)O (6-[2-(1H-Tetrazol-5-yl)-ethyl]-decahydro-isoquinoline-3-carboxylic acid monohydrate), S(=O)(Cl)Cl (thionyl chloride), ( 11 ). Run in C(C)C(CO)CC (2-ethyl-1-butanol). Reaction conditions: temperature 120 celsius, time 3 hour. Yields the product C(C)C(COC(=O)C1NCC2CCC(CC2C1)CCC1=NN=NN1)CC (6-[2-(1H-Tetrazol-5-yl)-ethyl]-decahydro-isoquinoline-3-carboxylic acid 2-ethyl-butyl ester). RXN SMILES: O.[NH:2]1[C:6]([CH2:7][CH2:8][CH:9]2[CH2:18][CH2:17][CH:16]3[CH:11]([CH2:12][CH:13]([C:19]([OH:21])=[O:20])[NH:14][CH2:15]3)[CH2:10]2)=[N:5][N:4]=[N:3]1.S(Cl)(Cl)=O>C(C(CC)CO)C>[CH2:8]([CH:9]([CH2:10][CH3:11])[CH2:18][O:20][C:19]([CH:13]1[CH2:12][CH:11]2[CH:16]([CH2:17][CH2:18][CH:9]([CH2:8][CH2:7][C:6]3[NH:2][N:3]=[N:4][N:5]=3)[CH2:10]2)[CH2:15][NH:14]1)=[O:21])[CH3:7] |f:0.1|. Procedure details: To a solution of 2.5 g (8.4 mmol) of 6-[2-(1H-Tetrazol-5-yl)-ethyl]-decahydro-isoquinoline-3-carboxylic acid monohydrate (prepared as described in J. Med. Chem., 39 (11), pp. 2232-2244, (1996) or U.S. Pat. No. 5,670,516 (issued Sep. 23, 1997)) in 20 ml of 2-ethyl-1-butanol, 6.8 ml (92.8 mmol) of thionyl chloride is added. The solution is stirred at 120° C. for 3 hr. The mixture is concentrated in vacuo and the residue washed with ethyl ether. The residue is purified by SPE (Oasis HLB) to afford ... Reactants: C1(=CC=CC=C1)C1=NC(=CC(=N1)OC1CC2C(N(CCCCC=CC3CC3(NC(C2C1)=O)C(=O)O)C)=O)C1=CC=CC=C1 (17-(2,6-Diphenyl-pyrimidin-4-yloxy)-13-methyl-2,14-dioxo-3,13-diazatricyclo-[13.3.0.0*4,6*]octadec-7-ene-4-carboxylic acid), C1(CC1)S(=O)(=O)N (cyclopropane sulfonamide), CCN=C=NCCCN(C)C (EDAC), C1CCC2=NCCCN2CC1 (DBU). Solvent: C(Cl)Cl (DCM). Product: C1(=CC=CC=C1)C1=NC(=CC(=N1)OC1CC2C(N(CCCCC=CC3CC3(NC(C2C1)=O)C(=O)NS(=O)(=O)C1CC1)C)=O)C1=CC=CC=C1 (Cyclopropanesulfonic acid [17-(2,6-diphenyl-pyrimidin-4-yloxy)-13-methyl-2,14-dioxo-3,13-diaza-tricyclo[13.3.0.0*4,6*]octadec-7-ene-4-carbonyl]-amide). Yield: 62.4%. RXN SMILES: [C:1]1([C:7]2[N:12]=[C:11]([O:13][CH:14]3[CH2:31][CH:30]4[CH:16]([C:17](=[O:37])[N:18]([CH3:36])[CH2:19][CH2:20][CH2:21][CH2:22][CH:23]=[CH:24][CH:25]5[C:27]([C:33](O)=[O:34])([NH:28][C:29]4=[O:32])[CH2:26]5)[CH2:15]3)[CH:10]=[C:9]([C:38]3[CH:43]=[CH:42][CH:41]=[CH:40][CH:39]=3)[N:8]=2)[CH:6]=[CH:5][CH:4]=[CH:3][CH:2]=1.[CH:44]1([S:47]([NH2:50])(=[O:49])=[O:48])[CH2:46][CH2:45]1.CCN=C=NCCCN(C)C.C1CCN2C(=NCCC2)CC1>C(Cl)Cl>[C:1]1([C:7]2[N:12]=[C:11]([O:13][CH:14]3[CH2:31][CH:30]4[CH:16]([C:17](=[O:37])[N:18]([CH3:36])[CH2:19][CH2:20][CH2:21][CH2:22][CH:23]=[CH:24][CH:25]5[C:27]([C:33]([NH:50][S:47]([CH:44]6[CH2:46][CH2:45]6)(=[O:49])=[O:48])=[O:34])([NH:28][C:29]4=[O:32])[CH2:26]5)[CH2:15]3)[CH:10]=[C:9]([C:38]3[CH:43]=[CH:42][CH:41]=[CH:40][CH:39]=3)[N:8]=2)[CH:6]=[CH:5][CH:4]=[CH:3][CH:2]=1. Procedure details: The acid 17f (240 mg, 0.41 mmol) was reacted with cyclopropane sulfonamide (63 mg, 0.52 mmol), EDAC (105 mg, 0.55 mmol) and DBU (182 mg, 1.2 mmol) in dry DCM according to the procedure described in Example 13 step f. Purification by column chromatography on silica gel eluted with diethyl ether-ethyl acetate gave the title compound, (175 mg, 62%), (M+H)+684.